This data is from the Open Reaction Database (ORD), a public repository of structured organic reaction records. The task is: describe an organic reaction: reactants, conditions, products, and yield Starting materials: C=C1[C@H](C(CCC1)(C)C)CC1=C(C(=C(C(=C1)OC)Br)O[SiH](C)C)C(C)(C)C ((2S)-1-methylidene-2-[2'-(tert-butyl)dimethylsilyloxy-4'-bromo-5'-methoxyphenyl]methyl-3,3-dimethylcyclohexane), alcohols, phenols, diastereomeric mixture, C=C1[C@@H](C([C@H](C[C@@H]1O)Br)(C)C)CC1=C(C=C(C(=C1)OC)Br)OC(C)=O ((1S,3S,5S)-4-methylidene-1-bromo-5-hydroxy-3-(2'-acetoxy-4'-bromo-5'-methyoxyphenyl)methyl-2,2-dimethylcyclohexane), [SiH3]C1=C(C=CC=C1)O (silylphenol). Yields the product alcohols, O[C@@H]1C([C@H](C(CC1)(C)C)CC1=C(C=C(C(=C1)OC)Br)O)=C ((1S,3S)-1-Hydroxy-2-methylidene-3-(2'-hydroxy-4'-bromo-5'-methoxyphenyl)methyl-4,4-dimethylcyclohexane). RXN SMILES: C=C1CCCC(C)(C)[C@@H]1CC1C=C(OC)C(Br)=C(O[SiH](C)C)C=1C(C)(C)C.[CH2:28]=[C:29]1[C@@H:34]([OH:35])[CH2:33][C@H:32](Br)[C:31]([CH3:38])([CH3:37])[C@H:30]1[CH2:39][C:40]1[CH:45]=[C:44]([O:46][CH3:47])[C:43]([Br:48])=[CH:42][C:41]=1[O:49]C(=O)C.[SiH3]C1C=CC=CC=1O>>[OH:35][C@H:34]1[CH2:33][CH2:32][C:31]([CH3:37])([CH3:38])[C@H:30]([CH2:39][C:40]2[CH:45]=[C:44]([O:46][CH3:47])[C:43]([Br:48])=[CH:42][C:41]=2[OH:49])[C:29]1=[CH2:28]. Reported procedure: This set of diastereomeric alcohols was prepared from (2S)-1-methylidene-2-[2'-(tert-butyl)dimethylsilyloxy-4'-bromo-5'-methoxyphenyl]methyl-3,3-dimethylcyclohexane (51) (0.340 g, 0.75 mmol) in the manner previously described for the synthesis of alcohol 54, affording 302 mg (86%) of an inseparable 1:1 mixture of diastereomeric allylic alcohols (58). A portion (21.6 mg, 0.046 mmol) of this diastereomeric mixture was subjected to deprotection of the silylphenol in the usual manner, yielding mixtu... Reactants: O=C([O-])[O-], CCOC(C)=O, FC(F)(F)c1ccnc(Cl)n1, [Cs+], [Cs+], Nc1cc(-c2cnc(C3(O)CCC3)s2)cc([N+](=O)[O-])c1, CC(=O)[O-], CC(=O)[O-], [Pd+2]. Yields the product O=[N+]([O-])c1cc(Nc2nccc(C(F)(F)F)n2)cc(-c2cnc(C3(O)CCC3)s2)c1. As a reaction SMILES: [C:32](=[O:33])([O-:34])[O-:35].[CH3:38][CH2:39][O:40][C:41](=[O:42])[CH3:43].[Cl:1][c:2]1[n:3][cH:4][cH:5][c:6]([C:8]([F:9])([F:10])[F:11])[n:7]1.[Cs+:36].[Cs+:37].[NH2:12][c:13]1[cH:14][c:15](-[c:22]2[cH:23][n:24][c:25]([C:27]3([OH:31])[CH2:28][CH2:29][CH2:30]3)[s:26]2)[cH:16][c:17]([N+:19](=[O:20])[O-:21])[cH:18]1.[O-:45][C:46]([CH3:47])=[O:48].[O-:49][C:50]([CH3:51])=[O:52].[Pd+2:44]>>[c:2]1([NH:12][c:13]2[cH:14][c:15](-[c:22]3[cH:23][n:24][c:25]([C:27]4([OH:31])[CH2:28][CH2:29][CH2:30]4)[s:26]3)[cH:16][c:17]([N+:19](=[O:20])[O-:21])[cH:18]2)[n:3][cH:4][cH:5][c:6]([C:8]([F:9])([F:10])[F:11])[n:7]1. Reactants: N([C@@H](CC(OCC1=CC=CC=C1)=O)C(=O)N([C@@H](CC1=CC=CC=C1)C(=O)N([C@@H](CC1=CC=CC=C1)C(=O)N[C@@H](C)C(=O)O)C)C)C(=O)OCC1C2=CC=CC=C2C2=CC=CC=C12 (Fmoc-Asp(OBn)-MePhe-MePhe-Ala), [H][H] (hydrogen). Reagents/catalysts: [Pd] (palladium). Solvent: CO (methanol). Reaction conditions: time 5 hour. Yields the product N([C@@H](CC(O)=O)C(=O)N([C@@H](CC1=CC=CC=C1)C(=O)N([C@@H](CC1=CC=CC=C1)C(=O)N[C@@H](C)C(=O)O)C)C)C(=O)OCC1C2=CC=CC=C2C2=CC=CC=C12 (Fmoc-Asp-MePhe-MePhe-Ala). RXN SMILES: [NH:1]([C:46]([O:48][CH2:49][CH:50]1[C:62]2[C:57](=[CH:58][CH:59]=[CH:60][CH:61]=2)[C:56]2[C:51]1=[CH:52][CH:53]=[CH:54][CH:55]=2)=[O:47])[C@H:2]([C:14]([N:16]([CH3:45])[C@H:17]([C:25]([N:27]([CH3:44])[C@H:28]([C:36]([NH:38][C@H:39]([C:41]([OH:43])=[O:42])[CH3:40])=[O:37])[CH2:29][C:30]1[CH:35]=[CH:34][CH:33]=[CH:32][CH:31]=1)=[O:26])[CH2:18][C:19]1[CH:24]=[CH:23][CH:22]=[CH:21][CH:20]=1)=[O:15])[CH2:3][C:4](=[O:13])[O:5]CC1C=CC=CC=1.[H][H]>[Pd].CO>[NH:1]([C:46]([O:48][CH2:49][CH:50]1[C:62]2[C:57](=[CH:58][CH:59]=[CH:60][CH:61]=2)[C:56]2[C:51]1=[CH:52][CH:53]=[CH:54][CH:55]=2)=[O:47])[C@H:2]([C:14]([N:16]([CH3:45])[C@H:17]([C:25]([N:27]([CH3:44])[C@H:28]([C:36]([NH:38][C@H:39]([C:41]([OH:43])=[O:42])[CH3:40])=[O:37])[CH2:29][C:30]1[CH:35]=[CH:34][CH:33]=[CH:32][CH:31]=1)=[O:26])[CH2:18][C:19]1[CH:20]=[CH:21][CH:22]=[CH:23][CH:24]=1)=[O:15])[CH2:3][C:4](=[O:5])[OH:13]. Procedure: Fmoc-Asp(OBn)-MePhe-MePhe-Ala-pip (Compound SP457) (8.06 g, 8.90 mmol) and 20% palladium on active carbon (1.61 g, 3.0 mmol) were added to methanol (50 ml) under a nitrogen atmosphere, the atmosphere in the reaction vessel was replaced with hydrogen gas, and the mixture was stirred at room temperature for 5 hours. The reaction solution was filtered through celite, and the organic layer was concentrated under reduced pressure to afford Fmoc-Asp-MePhe-MePhe-Ala-pip (Compound SP458) (4.79 g, 66%). Starting materials: COC(=O)C(CC(C)C)NC(=O)C(Cc1ccccc1)NC(=O)OCc1ccccc1, CO, Cl, [H][H]. The product is COC(=O)C(CC(C)C)NC(=O)C(N)Cc1ccccc1, Cl. RXN SMILES: [CH3:1][O:2][C:3]([CH:4]([NH:5][C:6]([CH:7]([NH:8][C:9]([O:10][CH2:11][c:12]1[cH:13][cH:14][cH:15][cH:16][cH:17]1)=[O:18])[CH2:19][c:20]1[cH:21][cH:22][cH:23][cH:24][cH:25]1)=[O:26])[CH2:27][CH:28]([CH3:29])[CH3:30])=[O:31].[CH3:35][OH:36].[ClH:32].[H:33][H:34]>>[CH3:1][O:2][C:3]([CH:4]([NH:5][C:6]([CH:7]([NH2:8])[CH2:19][c:20]1[cH:21][cH:22][cH:23][cH:24][cH:25]1)=[O:26])[CH2:27][CH:28]([CH3:29])[CH3:30])=[O:31].[ClH:32].